The task is: describe an organic reaction: reactants, conditions, products, and yield. This data is from the Open Reaction Database (ORD), a public repository of structured organic reaction records. Starting materials: CS(=O)(=O)O, CCOC(C)=O, CCOCc1cc(OC)c(-c2csc3c(N(CC4CCC4)C4CCOCC4)c(OC)nn23)c(OC)c1. Product: CS(=O)(=O)O, CCOCc1cc(OC)c(-c2csc3c(N(CC4CCC4)C4CCOCC4)c(OC)nn23)c(OC)c1. Reaction SMILES: [CH3:37][S:38]([OH:39])(=[O:40])=[O:41].[CH3:42][CH2:43][O:44][C:45](=[O:46])[CH3:47].[CH:1]1([CH2:5][N:6]([c:7]2[c:8]([O:29][CH3:30])[n:9][n:10]3[c:11]2[s:12][cH:13][c:14]3-[c:15]2[c:16]([O:27][CH3:28])[cH:17][c:18]([CH2:23][O:24][CH2:25][CH3:26])[cH:19][c:20]2[O:21][CH3:22])[CH:31]2[CH2:32][CH2:33][O:34][CH2:35][CH2:36]2)[CH2:2][CH2:3][CH2:4]1>>[CH3:37][S:38](=[O:39])(=[O:40])[OH:41].[CH:1]1([CH2:5][N:6]([c:7]2[c:8]([O:29][CH3:30])[n:9][n:10]3[c:11]2[s:12][cH:13][c:14]3-[c:15]2[c:16]([O:27][CH3:28])[cH:17][c:18]([CH2:23][O:24][CH2:25][CH3:26])[cH:19][c:20]2[O:21][CH3:22])[CH:31]2[CH2:32][CH2:33][O:34][CH2:35][CH2:36]2)[CH2:2][CH2:3][CH2:4]1. The reactants are [OH-].[Na+] (sodium hydroxide), NC1=CC=C(C=O)C=C1 (p-aminobenzaldehyde), CSCS(=O)C (FAMSO), [Cl-].[NH4+] (ammonium chloride). Solvent: saturated aqueous solution. Reaction conditions: temperature 80 celsius, time 30 minute. The product is CS(=O)C(=CC1=CC=C(C=C1)N)SC (1-methylsulfinyl-1-methylthio-2-(p-aminophenyl)ethylene). Yield: 62.3%. As a reaction SMILES: [OH-].[Na+].[NH2:3][C:4]1[CH:11]=[CH:10][C:7]([CH:8]=O)=[CH:6][CH:5]=1.[CH3:12][S:13][CH2:14][S:15]([CH3:17])=[O:16].[Cl-].[NH4+]>>[CH3:17][S:15]([C:14]([S:13][CH3:12])=[CH:8][C:7]1[CH:10]=[CH:11][C:4]([NH2:3])=[CH:5][CH:6]=1)=[O:16] |f:0.1,4.5|. Reported procedure: Flakes of sodium hydroxide (55 mg) were added to a mixture of 201 mg of p-aminobenzaldehyde and 798 mg of FAMSO, and the mixture was stirred at 80° C. for 30 minutes. After adding 50 ml of a saturated aqueous solution of ammonium chloride, the reaction mixture was extracted with methylene chloride. The organic layer was dried over anhydrous sodium sulfate, and concentrated under reduced pressure. The residue was chromatographed on a silica gel column using methylene chloride as an eluant to affo... Starting materials: BrC1C(CN(CC1)C(=O)OCC)O (Ethyl 4-bromo-3-hydroxypiperidine-1-carboxylate), N1=C(C=CC=C1C)C (2,6-lutidine), FC(F)(F)S(=O)(=O)O[Si](C)(C)C(C)(C)C (tert-Butyldimethylsilyl trifluoromethylsulfonate). Solvent: C(Cl)Cl (DCM), C(Cl)Cl (DCM). Conditions: time 8 hour. Product: BrC1C(CN(CC1)C(=O)OCC)O[Si](C)(C)C(C)(C)C (Ethyl 4-bromo-3-{[tert-butyl(dimethyl)silyl]oxy}piperidine-1-carboxylate), crude product. Isolated yield 102.0%. RXN SMILES: [Br:1][CH:2]1[CH2:7][CH2:6][N:5]([C:8]([O:10][CH2:11][CH3:12])=[O:9])[CH2:4][CH:3]1[OH:13].FC(S(O[Si:22]([C:25]([CH3:28])([CH3:27])[CH3:26])([CH3:24])[CH3:23])(=O)=O)(F)F.N1C(C)=CC=CC=1C>C(Cl)Cl>[Br:1][CH:2]1[CH2:7][CH2:6][N:5]([C:8]([O:10][CH2:11][CH3:12])=[O:9])[CH2:4][CH:3]1[O:13][Si:22]([C:25]([CH3:28])([CH3:27])[CH3:26])([CH3:24])[CH3:23]. Procedure details: Ethyl 4-bromo-3-hydroxypiperidine-1-carboxylate (Preparation: Izamanishi, T. et al; 1982, Chem. Pharm. Bull., 30: 3617-3623) (10.17 g) was dissolved in anhydrous DCM (100 mL) under an argon atmosphere and cooled to 0° C. tert-Butyldimethylsilyl trifluoromethylsulfonate (10.2 mL) was added dropwise via syringe, followed by 2,6-lutidine (4.7 mL), also added dropwise via syringe. The reaction was stirred overnight, slowly warming to room temperature, then diluted with DCM (200 mL) and washed with s...